From a dataset of the Open Reaction Database (ORD), a public repository of structured organic reaction records. describe an organic reaction: reactants, conditions, products, and yield Starting materials: CI, CC(C)=O, [K+], [K+], O=C([O-])[O-], Cc1cc(O)cc(N2C(=O)c3ccccc3C2=O)n1. Product: COc1cc(C)nc(N2C(=O)c3ccccc3C2=O)c1. As a reaction SMILES: [CH3:26][I:27].[CH3:28][C:29](=[O:30])[CH3:31].[K+:20].[K+:21].[O-:22][C:23]([O-:24])=[O:25].[OH:1][c:2]1[cH:3][c:4]([N:9]2[C:10](=[O:19])[c:11]3[cH:12][cH:13][cH:14][cH:15][c:16]3[C:17]2=[O:18])[n:5][c:6]([CH3:8])[cH:7]1>>[O:1]([c:2]1[cH:3][c:4]([N:9]2[C:10](=[O:19])[c:11]3[cH:12][cH:13][cH:14][cH:15][c:16]3[C:17]2=[O:18])[n:5][c:6]([CH3:8])[cH:7]1)[CH3:23].